From a dataset of the Open Reaction Database (ORD), a public repository of structured organic reaction records. describe an organic reaction: reactants, conditions, products, and yield Starting materials: C(C)(C)(C)N1N=CC(=C1C1=CC=C(C=C1)F)C=1SC=C(N1)CC(=O)O (2-(2-(1-tert-butyl-5-(4-fluorophenyl)-1H-pyrazol-4-yl)thiazol-4-yl)acetic acid), [Cl-].C[NH2+]C (dimethylammonium chloride). Yields the product C(C)(C)(C)N1N=CC(=C1C1=CC=C(C=C1)F)C=1SC=C(N1)CC(=O)N(C)C (2-{2-[1-tert-butyl-5-(4-fluorophenyl)-1H-pyrazol-4-yl]-1,3-thiazol-4-yl}-N,N-dimethylacetamide). As a reaction SMILES: [C:1]([N:5]1[C:9]([C:10]2[CH:15]=[CH:14][C:13]([F:16])=[CH:12][CH:11]=2)=[C:8]([C:17]2[S:18][CH:19]=[C:20]([CH2:22][C:23](O)=[O:24])[N:21]=2)[CH:7]=[N:6]1)([CH3:4])([CH3:3])[CH3:2].[Cl-].[CH3:27][NH2+:28][CH3:29]>>[C:1]([N:5]1[C:9]([C:10]2[CH:11]=[CH:12][C:13]([F:16])=[CH:14][CH:15]=2)=[C:8]([C:17]2[S:18][CH:19]=[C:20]([CH2:22][C:23]([N:28]([CH3:29])[CH3:27])=[O:24])[N:21]=2)[CH:7]=[N:6]1)([CH3:4])([CH3:3])[CH3:2] |f:1.2|. Procedure details: Using 2-(2-(1-tert-butyl-5-(4-fluorophenyl)-1H-pyrazol-4-yl)thiazol-4-yl)acetic acid and dimethylammonium chloride and by reaction and purification in the same manner as in the method described in Example 1, step 7, the title compound was obtained. Starting materials: [N+](=O)([O-])C=1C=C(CCNC(C(F)(F)F)=O)C=CC1 (N-(3-nitrophenethyl)-2,2,2-trifluoroacetamide). The reagents and catalysts are [Pd] (Pd/C). Solvent: CO (MeOH). Run at time 8 hour. Product: NC=1C=C(CCNC(C(F)(F)F)=O)C=CC1 (N-(3-aminophenethyl)-2,2,2-trifluoroacetamide). Yield: 97.7%. As a reaction SMILES: [N+:1]([C:4]1[CH:5]=[C:6]([CH:16]=[CH:17][CH:18]=1)[CH2:7][CH2:8][NH:9][C:10](=[O:15])[C:11]([F:14])([F:13])[F:12])([O-])=O>CO.[Pd]>[NH2:1][C:4]1[CH:5]=[C:6]([CH:16]=[CH:17][CH:18]=1)[CH2:7][CH2:8][NH:9][C:10](=[O:15])[C:11]([F:12])([F:13])[F:14]. Procedure: To a solution of N-(3-nitrophenethyl)-2,2,2-trifluoroacetamide (9.05 g, 34.5 mmol) in MeOH (125 ml) at RT was added 10% Pd/C (50% H2O wet) (3.67 g, 1.73 mmol). The resulting suspension was placed under H2 (3 atm) at RT overnight. The reaction was filtered through Celite® and the cake rinsed with MeOH. The filtrate was concentrated to provide N-(3-aminophenethyl)-2,2,2-trifluoroacetamide as an oil (7.83 g, 98% yield). 1H NMR (300 MHz, CDCl3): δ 7.16-7.12 (m, 1H), 6.62-6.58 (m, 2H), 6.54-6.53 (m, ...